From a dataset of the Open Reaction Database (ORD), a public repository of structured organic reaction records. describe an organic reaction: reactants, conditions, products, and yield Starting materials: ClC=1N=C2C(=C(C=NC2=CC1)C(C)=O)N[C@@H]1CC[C@H](CC1)CN(C)C (1-(6-Chloro-4-{trans-4-[(dimethylamino)methyl]cyclohexylamino}-1,5-naphthyridin-3-yl)ethanone), OC1=CC=C(C=N1)B(O)O ((6-hydroxypyridin-3-yl)boronic acid), C1(=C(C(=C(C(=C1F)F)F)N)F)N.Cl.Cl (dihydrochloride). Yields the product Cl.Cl.CN(C)C[C@@H]1CC[C@H](CC1)NC1=C(C=NC2=CC=C(N=C12)C=1C=NC(=CC1)O)C(C)=O (1-(4-{trans-4-[(Dimethylamino)methyl]cyclohexylamino}-6-(6-hydroxypyridin-3-yl)-1,5-naphthyridin-3-yl)ethanone dihydrochloride). The yield is 48.0%. As a reaction SMILES: [Cl:1][C:2]1[N:3]=[C:4]2[C:9](=[CH:10][CH:11]=1)[N:8]=[CH:7][C:6]([C:12](=[O:14])[CH3:13])=[C:5]2[NH:15][C@H:16]1[CH2:21][CH2:20][C@H:19]([CH2:22][N:23]([CH3:25])[CH3:24])[CH2:18][CH2:17]1.[OH:26][C:27]1[N:32]=[CH:31][C:30](B(O)O)=[CH:29][CH:28]=1.C1(N)C(F)=C(F)C(F)=C(N)C=1F.[ClH:48].Cl>>[ClH:1].[ClH:48].[CH3:24][N:23]([CH2:22][C@H:19]1[CH2:20][CH2:21][C@H:16]([NH:15][C:5]2[C:4]3[C:9](=[CH:10][CH:11]=[C:2]([C:30]4[CH:31]=[N:32][C:27]([OH:26])=[CH:28][CH:29]=4)[N:3]=3)[N:8]=[CH:7][C:6]=2[C:12](=[O:14])[CH3:13])[CH2:17][CH2:18]1)[CH3:25] |f:2.3.4,5.6.7|. Procedure details: Following general procedure II, 1-(6-Chloro-4-{trans-4-[(dimethylamino)methyl]cyclohexylamino}-1,5-naphthyridin-3-yl)ethanone (74 g, 0.21 mmol) was reacted with (6-hydroxypyridin-3-yl)boronic acid (43 g, 0.31 mmol) followed by formation of the dihydrochloride salt to afford the desired product (49 g, 48%) as a yellow solid: 1H NMR (500 MHz, CD3OD) δ 9.14 (s, 1H), 8.41-8.29 (m, 4H), 6.76 (d, J=9.5 Hz, 1H), 5.58-5.50 (m, 1H), 3.13 (d, J=6.7 Hz, 2H), 2.94 (s, 6H), 2.75 (s, 3H), 2.49-2.40 (m, 2H), 2...